This data is from the Open Reaction Database (ORD), a public repository of structured organic reaction records. The task is: describe an organic reaction: reactants, conditions, products, and yield Reactants: OO (hydrogen peroxide), CC(C)(C)C1=C(C(=CC(=C1)C=1SC(=NN1)SC)C(C)(C)C)O (2,6-bis(1,1-dimethylethyl)-4-[5-(methylthio)-1,3,4-thiadiazol-2-yl]-phenol). The solvent is C(C)(=O)O (acetic acid). Conditions: temperature 90 celsius. Yields the product CC(C)(C)C1=C(C(=CC(=C1)C=1SC(=NN1)S(=O)C)C(C)(C)C)O (2,6-bis(1,1-dimethylethyl)-4-[5-(methylsulfinyl)-1,3,4-thiadiazol-2-yl]phenol). Isolated yield 26.5%. RXN SMILES: [OH:1]O.[CH3:3][C:4]([C:7]1[CH:12]=[C:11]([C:13]2[S:14][C:15]([S:18][CH3:19])=[N:16][N:17]=2)[CH:10]=[C:9]([C:20]([CH3:23])([CH3:22])[CH3:21])[C:8]=1[OH:24])([CH3:6])[CH3:5]>C(O)(=O)C>[CH3:21][C:20]([C:9]1[CH:10]=[C:11]([C:13]2[S:14][C:15]([S:18]([CH3:19])=[O:1])=[N:16][N:17]=2)[CH:12]=[C:7]([C:4]([CH3:3])([CH3:5])[CH3:6])[C:8]=1[OH:24])([CH3:23])[CH3:22]. Procedure details: 30% aqueous hydrogen peroxide (1.7 g, 0.015 mole) is added to a stirred solution of 2,6-bis(1,1-dimethylethyl)-4-[5-(methylthio)-1,3,4-thiadiazol-2-yl]-phenol (5.0 g, 0.015 mole) in glacial acetic acid (20 ml). The resulting mixture is heated to 90° C. for three hours. The mixture is cooled and concentrated in vacuo. The residue is purified by flash chromatography (SiO2, 25% ethyl acetate/hexane eluent) to provide a solid which is recrystallized from ethyl acetate/hexane to give 1.4 g of 2,6-bis...